This data is from the Open Reaction Database (ORD), a public repository of structured organic reaction records. The task is: describe an organic reaction: reactants, conditions, products, and yield The reactants are COC1=CC=C(C=C1)C1=CC=C(C=C1)S(=O)(=O)C(C(=O)OC)(CC#CCN1CCN(CC1)C1=CC=CC=C1)N (Methyl 2-{[4′-methoxy-(1,1′-biphenyl)-4-yl]-sulfonyl}-amino-6-(4N-phenylpiperazin-1N-yl)-hex-4-ynoate), C#C (acetylene), C(C)(C)(C)NC([O-])=O (t-butyl-carbamate), N-Phenyl-1,4-piperazine, C=O (paraformaldehyde). Product: COC1=CC=C(C=C1)C1=CC=C(C=C1)S(=O)(=O)C(C(=O)O)(CC#CCN1CCN(CC1)C1=CC=CC=C1)N (2-{[4′-Methoxy-(1,1′-biphenyl)-4-yl]-sulfonyl}-amino-6-(4N-phenylpiperazin-1N-yl)-hex-4-ynoic acid). Reaction SMILES: [CH3:1][O:2][C:3]1[CH:8]=[CH:7][C:6]([C:9]2[CH:14]=[CH:13][C:12]([S:15]([C:18]([NH2:39])([CH2:23][C:24]#[C:25][CH2:26][N:27]3[CH2:32][CH2:31][N:30]([C:33]4[CH:38]=[CH:37][CH:36]=[CH:35][CH:34]=4)[CH2:29][CH2:28]3)[C:19]([O:21]C)=[O:20])(=[O:17])=[O:16])=[CH:11][CH:10]=2)=[CH:5][CH:4]=1.C=O.C#C.C(NC(=O)[O-])(C)(C)C>>[CH3:1][O:2][C:3]1[CH:8]=[CH:7][C:6]([C:9]2[CH:14]=[CH:13][C:12]([S:15]([C:18]([NH2:39])([CH2:23][C:24]#[C:25][CH2:26][N:27]3[CH2:28][CH2:29][N:30]([C:33]4[CH:34]=[CH:35][CH:36]=[CH:37][CH:38]=4)[CH2:31][CH2:32]3)[C:19]([OH:21])=[O:20])(=[O:17])=[O:16])=[CH:11][CH:10]=2)=[CH:5][CH:4]=1. Procedure details: Methyl 2-{[4′-methoxy-(1,1′-biphenyl)-4-yl]-sulfonyl}-amino-6-(4N-phenylpiperazin-1N-yl)-hex-4-ynoate: N-Phenyl-1,4-piperazine (478 mg, 2.95 mmol) is coupled with paraformaldehyde (96 mg, 3.21 mmol wrt. monomer) and free acetylene 38e (1.0 g, 2.68 mmol) as described for compound 31a to give the title compound as a white solid. The reactants are C, CCC1CCC(C(O)C#Cc2ccc(F)c(F)c2F)CC1, CCOC(C)=O, [H][H], [Pd]. The product is CCC1CCC(C(O)CCc2ccc(F)c(F)c2F)CC1. As a reaction SMILES: [C:24].[CH2:1]([CH3:2])[CH:3]1[CH2:4][CH2:5][CH:6]([CH:9]([C:10]#[C:11][c:12]2[c:13]([F:20])[c:14]([F:19])[c:15]([F:18])[cH:16][cH:17]2)[OH:21])[CH2:7][CH2:8]1.[CH3:26][CH2:27][O:28][C:29](=[O:30])[CH3:31].[H:22][H:23].[Pd:25]>>[CH2:1]([CH3:2])[CH:3]1[CH2:4][CH2:5][CH:6]([CH:9]([CH2:10][CH2:11][c:12]2[c:13]([F:20])[c:14]([F:19])[c:15]([F:18])[cH:16][cH:17]2)[OH:21])[CH2:7][CH2:8]1. The reactants are C1COCCO1, COC(=O)c1cc2c(Cl)ncnc2s1, Nc1ccc(F)cc1OC1CCOCC1, Cc1ccc(S(=O)(=O)O)cc1. Product: COC(=O)c1cc2c(Nc3ccc(F)cc3OC3CCOCC3)ncnc2s1. As a reaction SMILES: [CH2:41]1[O:42][CH2:43][CH2:44][O:45][CH2:46]1.[Cl:1][c:2]1[c:3]2[c:4]([n:5][cH:6][n:7]1)[s:8][c:9]([C:11](=[O:12])[O:13][CH3:14])[cH:10]2.[F:15][c:16]1[cH:17][c:18]([O:23][CH:24]2[CH2:25][CH2:26][O:27][CH2:28][CH2:29]2)[c:19]([NH2:20])[cH:21][cH:22]1.[c:30]1([CH3:31])[cH:32][cH:33][c:34]([S:35]([OH:36])(=[O:37])=[O:38])[cH:39][cH:40]1>>[c:2]1([NH:20][c:19]2[c:18]([O:23][CH:24]3[CH2:25][CH2:26][O:27][CH2:28][CH2:29]3)[cH:17][c:16]([F:15])[cH:22][cH:21]2)[c:3]2[c:4]([n:5][cH:6][n:7]1)[s:8][c:9]([C:11](=[O:12])[O:13][CH3:14])[cH:10]2. Starting materials: N1N=C(C=C1C(=O)OC)C(=O)OC (dimethyl pyrazole-3,5-dicarboxylate), C(=O)([O-])[O-].[K+].[K+] (K2CO3), BrCCBr (1,2-dibromoethane). The solvent is C(C)#N (acetonitrile). Reaction conditions: time 12 hour. Product: BrCCN1N=C(C=C1C(=O)OC)C(=O)OC (Dimethyl 1-(2-Bromoethyl)pyrazole-3,5-dicarboxylate). RXN SMILES: [NH:1]1[C:5]([C:6]([O:8][CH3:9])=[O:7])=[CH:4][C:3]([C:10]([O:12][CH3:13])=[O:11])=[N:2]1.C([O-])([O-])=O.[K+].[K+].[Br:20][CH2:21][CH2:22]Br>C(#N)C>[Br:20][CH2:21][CH2:22][N:1]1[C:5]([C:6]([O:8][CH3:9])=[O:7])=[CH:4][C:3]([C:10]([O:12][CH3:13])=[O:11])=[N:2]1 |f:1.2.3|. Procedure details: A solution of this ester (5.0 g, 27.2 mmol) in 150 ml of anhydrous acetonitrile was treated with K2CO3 (5.2 g, 40.0 mmol) and 1,2-dibromoethane (25.0 ml, 291 mmol). The resulting mixture was heated to reflux under argon. After 25 min the reaction suspension was cooled, filtered and the filtrate evaporated to dryness at reduced pressure and placed on a high vacuum line for 12 h. The resulting white solid was recrystalized from hexane to give 3-2 as a white solid. The reactants are [O-]C(=O)CCCCCCCCC (caprate), fatty acids, C(CCCCCCC)(=O)[O-] (caprylate). As a reaction SMILES: [C:1]([O-:10])(=[O:9])[CH2:2][CH2:3][CH2:4][CH2:5][CH2:6][CH2:7][CH3:8].[O-:11][C:12]([CH2:14][CH2:15][CH2:16][CH2:17][CH2:18][CH2:19][CH2:20][CH2:21][CH3:22])=[O:13]>>[C:1]([O-:10])(=[O:9])[CH2:2][CH2:3][CH2:4][CH2:5][CH2:6][CH2:7][CH3:8].[O-:13][C:12]([CH2:14][CH2:15][CH2:16][CH2:17][CH2:18][CH2:19][CH2:20][CH2:21][CH3:22])=[O:11].[C:1]([O-:10])(=[O:9])[CH2:2][CH2:3][CH2:4][CH2:5][CH2:6][CH2:7][CH2:8][CH2:12][CH2:14][CH2:15][CH3:16]. Reported procedure: Dehesh et al. (1996, Plant J. 9(2):167-172) describe the expression of a FATB cDNA (Ch FATB2) from the Mexican shrub Cuphea hookeriana, which accumulates up to 75 mol % caprylate (C8:0) and caprate (C10:0) in its seed oil, in seeds of transgenic canola, which normally does not accumulate these fatty acids, resulting in the accumulation of caprylate (C8:0), caprate (C10:0) and laurate (C12:0) up to 11, 27 and 2 mol %, respectively. Yields the product C(CCCCCCC)(=O)[O-] (caprylate), [O-]C(=O)CCCCCCCCC (caprate), C(CCCCCCCCCCC)(=O)[O-] (laurate).